This data is from the Open Reaction Database (ORD), a public repository of structured organic reaction records. The task is: describe an organic reaction: reactants, conditions, products, and yield Reactants: NC1=C(C=CC=C1)S (aminothiophenol), C1(=CC=CC=C1)N=C=O (phenyl isocyanate). Product: C1(=CC=CC=C1)NC(=O)NC1=C(C=CC=C1)S (2-{[(phenylamino)carbonyl]amino}thiophenol). The yield is 85.0%. As a reaction SMILES: [NH2:1][C:2]1[CH:7]=[CH:6][CH:5]=[CH:4][C:3]=1[SH:8].[C:9]1([N:15]=[C:16]=[O:17])[CH:14]=[CH:13][CH:12]=[CH:11][CH:10]=1>>[C:9]1([NH:15][C:16]([NH:1][C:2]2[CH:7]=[CH:6][CH:5]=[CH:4][C:3]=2[SH:8])=[O:17])[CH:14]=[CH:13][CH:12]=[CH:11][CH:10]=1. Reported procedure: 2-{[(Phenylamino)carbonyl]amino}thiophenol was prepared from 2-5 aminothiophenol (200 mg, 1.6 mmol) and phenyl isocyanate according to the procedure in General Method A. The product was purified by precipitation from toluene and filtering to afford the titled compound (330 mg, 85%). mp: 194.5° C.; 1H NMR (CD3OD/CDCl3): d 7.48-7.26 (m, 4H), 7.25-7.10 (m, 3H), 7.04-6.79 (m, 2H); EI-MS m/z 244 (M+H)+; Anal. (C13H12N2OS) C, H, N.